This data is from the Open Reaction Database (ORD), a public repository of structured organic reaction records. The task is: describe an organic reaction: reactants, conditions, products, and yield Starting materials: CCOC(=O)c1cccc(Nc2cnc(OC)c3c2CCCC3)c1, C[Si](C)(C)I, ClC(Cl)Cl. Yields the product CCOC(=O)c1cccc(Nc2c[nH]c(=O)c3c2CCCC3)c1. RXN SMILES: [CH3:1][O:2][c:3]1[n:4][cH:5][c:6]([NH:13][c:14]2[cH:15][c:16]([C:17](=[O:18])[O:19][CH2:20][CH3:21])[cH:22][cH:23][cH:24]2)[c:7]2[c:12]1[CH2:11][CH2:10][CH2:9][CH2:8]2.[CH3:25][Si:26]([I:27])([CH3:28])[CH3:29].[CH:30]([Cl:31])([Cl:32])[Cl:33]>>[O:2]=[c:3]1[nH:4][cH:5][c:6]([NH:13][c:14]2[cH:15][c:16]([C:17](=[O:18])[O:19][CH2:20][CH3:21])[cH:22][cH:23][cH:24]2)[c:7]2[c:12]1[CH2:11][CH2:10][CH2:9][CH2:8]2.